From a dataset of the Open Reaction Database (ORD), a public repository of structured organic reaction records. describe an organic reaction: reactants, conditions, products, and yield Reactants: CN(C)C(=O)Cl, CNc1nnc(C(C)(C)CCl)s1, c1ccncc1. Product: CN(C)C(=O)N(C)c1nnc(C(C)(C)CCl)s1. Reaction SMILES: [CH3:13][N:14]([C:15](=[O:16])[Cl:17])[CH3:18].[CH3:1][NH:2][c:3]1[s:4][c:5]([C:8]([CH2:9][Cl:10])([CH3:11])[CH3:12])[n:6][n:7]1.[cH:19]1[cH:20][cH:21][n:22][cH:23][cH:24]1>>[CH3:1][N:2]([c:3]1[s:4][c:5]([C:8]([CH2:9][Cl:10])([CH3:11])[CH3:12])[n:6][n:7]1)[C:15]([N:14]([CH3:13])[CH3:18])=[O:16]. The reactants are ClC1=CC(=C(N)C=C1)F (4-chloro-2-fluoroaniline), C(C)(=O)OCCBr (bromoethyl acetate). Yields the product C(C)OC(CNC1=C(C=C(C=C1)Cl)F)=O (2-(4-chloro-2-fluoroanilino)acetic acid ethyl ester). As a reaction SMILES: [Cl:1][C:2]1[CH:8]=[CH:7][C:5]([NH2:6])=[C:4]([F:9])[CH:3]=1.[C:10]([O:13][CH2:14][CH2:15]Br)(=[O:12])[CH3:11]>>[CH2:14]([O:13][C:10](=[O:12])[CH2:11][NH:6][C:5]1[CH:7]=[CH:8][C:2]([Cl:1])=[CH:3][C:4]=1[F:9])[CH3:15]. Procedure: In a manner similar to that employed in Referential Example 267, the title compound was prepared from 4-chloro-2-fluoroaniline and bromoethyl acetate. The reactants are FC=1C=CC=C2C(=C(C(C(C12)(C)C)=O)C(=O)NCC(=O)OC(C)(C)C)O (1,1-dimethylethyl N-((8-fluoro-4-hydroxy-1,1-dimethyl-2-oxo-naphthalen-3-yl)carbonyl)glycinate), C(=O)(C(F)(F)F)O (TFA). The solvent is O (water). Run at time 1 hour. Yields the product FC=1C=CC=C2C(=C(C(C(C12)(C)C)=O)C(=O)NCC(=O)O)O (N-((8-Fluoro-4-hydroxy-1,1-dimethyl-2-oxo-naphthalen-3-yl)carbonyl)glycine). Reaction SMILES: [F:1][C:2]1[CH:3]=[CH:4][CH:5]=[C:6]2[C:11]=1[C:10]([CH3:13])([CH3:12])[C:9](=[O:14])[C:8]([C:15]([NH:17][CH2:18][C:19]([O:21]C(C)(C)C)=[O:20])=[O:16])=[C:7]2[OH:26].C(O)(C(F)(F)F)=O>O>[F:1][C:2]1[CH:3]=[CH:4][CH:5]=[C:6]2[C:11]=1[C:10]([CH3:13])([CH3:12])[C:9](=[O:14])[C:8]([C:15]([NH:17][CH2:18][C:19]([OH:21])=[O:20])=[O:16])=[C:7]2[OH:26]. Procedure: To a flask containing 1,1-dimethylethyl N-((8-fluoro-4-hydroxy-1,1-dimethyl-2-oxo-naphthalen-3-yl)carbonyl)glycinate (1.5 g, 4.1 mmol) was added TFA (20 mL). The reaction was stirred under nitrogen for 1 hours and then concentrated in vacuo to afford an oil. Addition of water caused a white precipitate to form. The solid was collected by filtration, washed with water, washed with ether, and then dried in vacuo (0.68 g). MS (m/z)=308 (M+H)+. Calculated for C15H14FNO5 307.08. Reactants: oil, [H-].[Na+] (sodium hydride), CN(C)C=O (DMF), CC1=CC(=C2C(=N1)N=C(N2)CC)C (5,7-dimethyl-2-ethylimidazo [4,5-b]pyridine), C(C1=CC=CC=C1)OC1=CC=C(CCl)C=C1 (4-benzyloxybenzyl chloride), [I-].[Na+] (sodium iodide). Run at time 25 minute. Yields the product C(C1=CC=CC=C1)OC1=CC=C(C=C1)N1C(=NC=2C1=NC(=C(C2C)C)C)CC (3-(4-(benzyloxy)phenyl)-methyl-5,7-dimethyl-2-ethyl-3H-imidazo [4,5-b]pyridine). The yield is 79.0%. Reaction SMILES: [H-].[Na+].[CH3:3][C:4]1[N:9]=[C:8]2[N:10]=[C:11]([CH2:13][CH3:14])[NH:12][C:7]2=[C:6]([CH3:15])[CH:5]=1.[CH2:16]([O:23][C:24]1[CH:31]=[CH:30][C:27](CCl)=[CH:26][CH:25]=1)[C:17]1[CH:22]=[CH:21][CH:20]=[CH:19][CH:18]=1.[I-].[Na+].[CH3:34]N(C=O)C>>[CH2:16]([O:23][C:24]1[CH:31]=[CH:30][C:27]([N:10]2[C:8]3=[N:9][C:4]([CH3:3])=[C:5]([CH3:34])[C:6]([CH3:15])=[C:7]3[N:12]=[C:11]2[CH2:13][CH3:14])=[CH:26][CH:25]=1)[C:17]1[CH:22]=[CH:21][CH:20]=[CH:19][CH:18]=1 |f:0.1,4.5|. Procedure: To a suspension of 0.503 g (12.5 mmol) of a 60% oil dispersion of sodium hydride in 20 mL of DMF was added 2.0 g (11.4 mmol) of the product of Step C and the mixture was stirred at room temperature. After 25 minutes, 2.92 g (12.5 mmol) of 4-benzyloxybenzyl chloride and a catalytic amount of sodium iodide were added and the reaction was stirred for an additional 4 hours. The reaction mixture was then partitioned between ethyl acetate and water. The organic layer was separated, washed with water, ... Reactants: COc1ccc(C(=O)Cl)cc1, Cl, NC(Cc1ccccc1)C(=O)NC(Cc1ccc(O)cc1)C(=O)O, [Na+], [OH-]. Reaction SMILES: [CH3:25][O:26][c:27]1[cH:28][cH:29][c:30]([C:31](=[O:32])[Cl:33])[cH:34][cH:35]1.[ClH:36].[NH2:1][CH:2]([CH2:3][c:4]1[cH:5][cH:6][cH:7][cH:8][cH:9]1)[C:10](=[O:11])[NH:12][CH:13]([CH2:14][c:15]1[cH:16][cH:17][c:18]([OH:21])[cH:19][cH:20]1)[C:22](=[O:23])[OH:24].[Na+:38].[OH-:37]>>[NH:1]([CH:2]([CH2:3][c:4]1[cH:5][cH:6][cH:7][cH:8][cH:9]1)[C:10](=[O:11])[NH:12][CH:13]([CH2:14][c:15]1[cH:16][cH:17][c:18]([OH:21])[cH:19][cH:20]1)[C:22](=[O:23])[OH:24])[C:31]([c:30]1[cH:29][cH:28][c:27]([O:26][CH3:25])[cH:35][cH:34]1)=[O:32]. Yields the product COc1ccc(C(=O)NC(Cc2ccccc2)C(=O)NC(Cc2ccc(O)cc2)C(=O)O)cc1. The reactants are C([O-])(O)=O.[Na+] (sodium bicarbonate), COC(C(C(C(CC=C)=C)O)NC=O)=O (2-formylamino-3-hydroxy-4-methylene-6-heptenoic acid methyl ester), S(=O)(Br)Br (thionyl bromide), C=CCCC=C (1,5-hexadiene). Run in O1CCCC1 (tetrahydrofuran). Conditions: time 3 hour. Yields the product COC(C(\C=C(/CC=C)\CBr)NC=O)=O (E-2-formylamino-4-bromomethyl-3,6-heptadienoic acid methyl ester). RXN SMILES: [CH3:1][O:2][C:3](=[O:15])[CH:4]([NH:12][CH:13]=[O:14])[CH:5](O)[C:6](=[CH2:10])[CH2:7][CH:8]=[CH2:9].C=CCCC=C.S(Br)([Br:24])=O.C(=O)(O)[O-].[Na+]>O1CCCC1>[CH3:1][O:2][C:3](=[O:15])[CH:4]([NH:12][CH:13]=[O:14])/[CH:5]=[C:6](/[CH2:10][Br:24])\[CH2:7][CH:8]=[CH2:9] |f:3.4|. Procedure: 5.0 g of 2-formylamino-3-hydroxy-4-methylene-6-heptenoic acid methyl ester in 200 ml of dry tetrahydrofuran are cooled to -78°, and 20 ml of 1,5-hexadiene are added thereto. 9 ml of thionyl bromide are added slowly dropwise in such a manner that the reaction temperature does not exceed -50°. When the addition is complete, the reaction solution is heated to 0° within a period of approximately 3 hours and is stirred at that temperature for 3 hours. The solution is then poured onto 300 ml of a cold... The reactants are BrC1=CN=C2N1C1=CC=CC=C1N=C2NCC(C)C ((1-bromo-imidazo[1,2-a]quinoxalin-4-yl)isobutyl-amine), C1(CC1)NC(=O)C1=CC=C(C=C1)B(O)O ([4-[(cyclopropylamino)carbonyl]phenyl]-boronic acid), C([O-])([O-])=O.[K+].[K+] (potassium carbonate). Reagents/catalysts: C1=CC=C(C=C1)P([C-]2C=CC=C2)C3=CC=CC=C3.C1=CC=C(C=C1)P([C-]2C=CC=C2)C3=CC=CC=C3.Cl[Pd]Cl.[Fe+2] (Pd(dppf)Cl2). Solvent: CN1CCCC1=O (NMP). Run at temperature 140 celsius. Yields the product C1(CC1)NC(C1=CC=C(C=C1)C1=CN=C2N1C1=CC=CC=C1N=C2NCC(C)C)=O (N-cyclopropyl-4-(4-isobutylamino-imidazo[1,2-a]quinoxalin-1-yl)-benzamide). Yield: 10.2%. As a reaction SMILES: Br[C:2]1[N:6]2[C:7]3[C:12]([N:13]=[C:14]([NH:15][CH2:16][CH:17]([CH3:19])[CH3:18])[C:5]2=[N:4][CH:3]=1)=[CH:11][CH:10]=[CH:9][CH:8]=3.[CH:20]1([NH:23][C:24]([C:26]2[CH:31]=[CH:30][C:29](B(O)O)=[CH:28][CH:27]=2)=[O:25])[CH2:22][CH2:21]1.C(=O)([O-])[O-].[K+].[K+]>CN1C(=O)CCC1.C1C=CC(P(C2C=CC=CC=2)[C-]2C=CC=C2)=CC=1.C1C=CC(P(C2C=CC=CC=2)[C-]2C=CC=C2)=CC=1.Cl[Pd]Cl.[Fe+2]>[CH:20]1([NH:23][C:24](=[O:25])[C:26]2[CH:31]=[CH:30][C:29]([C:2]3[N:6]4[C:7]5[C:12]([N:13]=[C:14]([NH:15][CH2:16][CH:17]([CH3:19])[CH3:18])[C:5]4=[N:4][CH:3]=3)=[CH:11][CH:10]=[CH:9][CH:8]=5)=[CH:28][CH:27]=2)[CH2:21][CH2:22]1 |f:2.3.4,6.7.8.9|. Reported procedure: (1-bromo-imidazo[1,2-a]quinoxalin-4-yl)isobutyl-amine (20 mg, 0.07 mmol), [4-[(cyclopropylamino)carbonyl]phenyl]-boronic acid (21.8 mg, 0.11 mmol), Pd(dppf)Cl2 (1.26 mg, 0.007 mmol) and potassium carbonate (212 μL, 1M in water) were combined in 2 mL NMP in a sealed vial and heated at 140° C. under microwave irradiation for 40 min. After cooling, the solution was filtered and subjected to preparative HPLC to give N-cyclopropyl-4-(4-isobutylamino-imidazo[1,2-a]quinoxalin-1-yl)-benzamide (2.86 mg, ... The reactants are N[C@H]1CC(OC2=C1C=C(C=C2)C#N)(C)C ((S)-4-amino-6-cyano-3,4-dihydro-2,2-dimethyl-2H-1-benzopyran), C(#N)C=1C=CC2=C([C@@H](CC(O2)(C)C)N2C(=NC3=C2C=CC=C3)C(=O)OCC)C1 ((R)-1-(6-cyano-3,4-dihydro-2,2-dimethyl-2H-benzopyran-4-yl)-1H-benzimidazole-2-carboxylic acid, ethyl ester), CO (MeOH). Solvent: O (H2O). Yields the product C(#N)C=1C=CC2=C([C@H](CC(O2)(C)C)N2C(=NC3=C2C=CC=C3)C(=O)OCC)C1 ((S)-1-(6-Cyano-3,4-dihydro-2,2-dimethyl-2H-benzopyran-4-yl)-1H-benzimidazole-2-carboxylic acid, ethyl ester). As a reaction SMILES: N[C@@H]1C2C=C(C#N)C=CC=2OC(C)(C)C1.[C:16]([C:18]1[CH:19]=[CH:20][C:21]2[O:26][C:25]([CH3:28])([CH3:27])[CH2:24][C@@H:23]([N:29]3[C:33]4[CH:34]=[CH:35][CH:36]=[CH:37][C:32]=4[N:31]=[C:30]3[C:38]([O:40][CH2:41][CH3:42])=[O:39])[C:22]=2[CH:43]=1)#[N:17].CO>O>[C:16]([C:18]1[CH:19]=[CH:20][C:21]2[O:26][C:25]([CH3:28])([CH3:27])[CH2:24][C@H:23]([N:29]3[C:33]4[CH:34]=[CH:35][CH:36]=[CH:37][C:32]=4[N:31]=[C:30]3[C:38]([O:40][CH2:41][CH3:42])=[O:39])[C:22]=2[CH:43]=1)#[N:17]. Procedure: The title compound was prepared from (S)-4-amino-6-cyano-3,4-dihydro-2,2-dimethyl-2H-1-benzopyran (compound of title F, Example 4) by the same procedure as described for (R)-1-(6-cyano-3,4-dihydro-2,2-dimethyl-2H-benzopyran-4-yl)-1H-benzimidazole-2-carboxylic acid, ethyl ester in example 4, parts G-J. [a]D =-111° (c=0.5, MeOH). Microanalysis calculated for C20H16N3ClO2.0.3 H2O: C, 64.71; H, 4.51; N, 11.32, Cl, 9.55. Found: C, 65.08; H, 4.72; N, 10.76, Cl, 9.26. Further elution of the column also... The reactants are BrCC(CO)(CO)CBr (2,2-Bis(bromomethyl)propane-1,3-diol), C(C1=CC=CC=C1)=O (benzaldehyde), S(O)(O)(=O)=O (sulphuric acid). Solvent: C1=CC=CC=C1 (benzene). Conditions: time 6 hour. Yields the product BrCC1(COC(OC1)C1=CC=CC=C1)CBr (5,5-Bis(bromomethyl)-2-phenyl-1,3-dioxane). Yield: 88.6%. As a reaction SMILES: [Br:1][CH2:2][C:3]([CH2:8][Br:9])([CH2:6][OH:7])[CH2:4][OH:5].[CH:10](=O)[C:11]1[CH:16]=[CH:15][CH:14]=[CH:13][CH:12]=1.S(=O)(=O)(O)O>C1C=CC=CC=1>[Br:1][CH2:2][C:3]1([CH2:8][Br:9])[CH2:6][O:7][CH:10]([C:11]2[CH:16]=[CH:15][CH:14]=[CH:13][CH:12]=2)[O:5][CH2:4]1. Procedure details: 2,2-Bis(bromomethyl)propane-1,3-diol (250 g) and benzaldehyde (110 g) were added to benzene (500 cm3) containing concentrated sulphuric acid (2 cm3) and the mixture boiled. Water was removed using a Dean Stark apparatus. After about 6 hours the reaction was complete. The mixture was cooled and the sulphuric acid neutralised by the addition of excess sodium bicarbonate. The resulting solution was filtered and the benzene removed under reduced pressure to give an oil which solidified on standing. ...